From a dataset of the Open Reaction Database (ORD), a public repository of structured organic reaction records. describe an organic reaction: reactants, conditions, products, and yield Reactants: CS(=O)(=O)OCCC#Cc1ccc2c(-c3ccc(Br)cc3)nsc2c1, O=C([O-])[O-], C1CNC1, [Na+], [Na+]. Yields the product Brc1ccc(-c2nsc3cc(C#CCCN4CCC4)ccc23)cc1. RXN SMILES: [Br:1][c:2]1[cH:3][cH:4][c:5](-[c:8]2[n:9][s:10][c:11]3[c:12]2[cH:13][cH:14][c:15]([C:17]#[C:18][CH2:19][CH2:20][O:21][S:22]([CH3:23])(=[O:24])=[O:25])[cH:16]3)[cH:6][cH:7]1.[C:30](=[O:31])([O-:32])[O-:33].[CH2:26]1[CH2:27][NH:28][CH2:29]1.[Na+:34].[Na+:35]>>[Br:1][c:2]1[cH:3][cH:4][c:5](-[c:8]2[n:9][s:10][c:11]3[c:12]2[cH:13][cH:14][c:15]([C:17]#[C:18][CH2:19][CH2:20][N:28]2[CH2:27][CH2:26][CH2:29]2)[cH:16]3)[cH:6][cH:7]1. Starting materials: C1CCOC1, CC1(c2ccc(CO)s2)OCCO1, Cl, [Na+], O=C([O-])O. Yields the product CC(=O)c1ccc(CO)s1. Reaction SMILES: [CH2:20]1[O:21][CH2:22][CH2:23][CH2:24]1.[CH3:1][C:2]1([c:7]2[cH:8][cH:9][c:10]([CH2:12][OH:13])[s:11]2)[O:3][CH2:6][CH2:5][O:4]1.[ClH:14].[Na+:15].[OH:16][C:17](=[O:18])[O-:19]>>[CH3:1][C:2](=[O:3])[c:7]1[cH:8][cH:9][c:10]([CH2:12][OH:13])[s:11]1. Reactants: [Br-], CCCC[P+](CCCC)(CCCC)CCCC, CN1CCCC1=O, N#Cc1ccnc(Cl)c1, [F-], [K+], O. The product is N#Cc1ccnc(F)c1. As a reaction SMILES: [Br-:19].[CH2:20]([P+:21]([CH2:22][CH2:23][CH2:24][CH3:25])([CH2:26][CH2:27][CH2:28][CH3:29])[CH2:30][CH2:31][CH2:32][CH3:33])[CH2:34][CH2:35][CH3:36].[CH3:12][N:13]1[CH2:14][CH2:15][CH2:16][C:17]1=[O:18].[Cl:1][c:2]1[n:3][cH:4][cH:5][c:6]([C:8]#[N:9])[cH:7]1.[F-:10].[K+:11].[OH2:37]>>[c:2]1([F:10])[n:3][cH:4][cH:5][c:6]([C:8]#[N:9])[cH:7]1. Reactants: FC1=C(C(=O)N[C@H](C(=O)O)C)C(=CC=C1)[N+](=O)[O-] ((S)-2-(2-fluoro-6-nitrobenzamido)propanoic acid). The reagents and catalysts are [Fe] (iron). Run in CC(=O)O (AcOH). Run at temperature 65 celsius, time 30 minute. The product is NC1=C(C(=O)N[C@H](C(=O)O)C)C(=CC=C1)F ((S)-2-(2-Amino-6-fluorobenzamido)propanoic acid). Yield: 74.8%. Reaction SMILES: [F:1][C:2]1[CH:15]=[CH:14][CH:13]=[C:12]([N+:16]([O-])=O)[C:3]=1[C:4]([NH:6][C@@H:7]([CH3:11])[C:8]([OH:10])=[O:9])=[O:5]>CC(O)=O.[Fe]>[NH2:16][C:12]1[CH:13]=[CH:14][CH:15]=[C:2]([F:1])[C:3]=1[C:4]([NH:6][C@@H:7]([CH3:11])[C:8]([OH:10])=[O:9])=[O:5]. Procedure: To a suspension of iron powder (437 mg, 7.81 mmol) in AcOH (5 mL) was added (S)-2-(2-fluoro-6-nitrobenzamido)propanoic acid (200 mg, 0.78 mmol) at rt and stirred at 60-70° C. for 30 min. Work-up of the reaction mixture as described in example 6 gave the product as an off-white color solid (132 mg, 75%), mp 194-198° C. 1H NMR (400 MHz, DMSO-d6): δ 7.97 (1H, br s), 7.05 (1H, dd, J=15.2, 8.0 Hz), 6.49 (1H, d, J=8.4 Hz), 6.37 (2H, br s), 6.28 (1H, dd, J=11.2, 8.4 Hz), 4.14 (1H, br s), 1.30 (3H, d, J... The reactants are [H-].[Na+] (sodium hydride), O1CC1COCCCCCCCCCCCCC1CCCCC1 (1,2-epoxy-3-(12-cyclohexyldodecyloxy)propane), Cl (hydrochloric acid), C(C1=CC=CC=C1)O (benzyl alcohol). The solvent is O1CCCC1 (tetrahydrofuran), CS(=O)C (dimethylsulfoxide). Reaction conditions: temperature 60 celsius. The product is C(C1=CC=CC=C1)OCC(O)COCCCCCCCCCCCCC1CCCCC1 (1-Benzyl-3-(12-cyclohexyldodecyl)glycerine). Isolated yield 78.9%. RXN SMILES: [H-].[Na+].[CH2:3]([OH:10])[C:4]1[CH:9]=[CH:8][CH:7]=[CH:6][CH:5]=1.[O:11]1[CH:13]([CH2:14][O:15][CH2:16][CH2:17][CH2:18][CH2:19][CH2:20][CH2:21][CH2:22][CH2:23][CH2:24][CH2:25][CH2:26][CH2:27][CH:28]2[CH2:33][CH2:32][CH2:31][CH2:30][CH2:29]2)[CH2:12]1.Cl>CS(C)=O.O1CCCC1>[CH2:3]([O:10][CH2:12][CH:13]([CH2:14][O:15][CH2:16][CH2:17][CH2:18][CH2:19][CH2:20][CH2:21][CH2:22][CH2:23][CH2:24][CH2:25][CH2:26][CH2:27][CH:28]1[CH2:29][CH2:30][CH2:31][CH2:32][CH2:33]1)[OH:11])[C:4]1[CH:9]=[CH:8][CH:7]=[CH:6][CH:5]=1 |f:0.1|. Procedure details: In 100 ml of dimethylsulfoxide is suspended 1.4 g of sodium hydride, to which 9.73 g of benzyl alcohol is added dropwise at room temperature with stirring. After the addition is over, the mixture is gradually heated to 60° C. and stirred at that temperature for 40 minutes. Then, a solution of 9.7 g of 1,2-epoxy-3-(12-cyclohexyldodecyloxy)propane in 50 ml of tetrahydrofuran is added dropwise to the mixture and the resulting mixture is stirred at 60° C. for 2 hours. The thus obtaind reaction mixtu... Starting materials: C(OCC1=CC=CC=C1)(=O)Cl (Benzyl carbonochloridate), N1CC(CCC1)C(=O)OCC (ethyl piperidine-3-carboxylate), C(=O)([O-])[O-].[K+].[K+] (K2CO3), C1CCOC1 (THF). Solvent: CCOCC (ether), O (water). Run at time 2 hour. Product: N1(CC(CCC1)C(=O)OCC)C(=O)OCC1=CC=CC=C1 (1-benzyl 3-ethyl piperidine-1,3-dicarboxylate). Yield: 86.4%. Reaction SMILES: [C:1](Cl)(=[O:10])[O:2][CH2:3][C:4]1[CH:9]=[CH:8][CH:7]=[CH:6][CH:5]=1.[NH:12]1[CH2:17][CH2:16][CH2:15][CH:14]([C:18]([O:20][CH2:21][CH3:22])=[O:19])[CH2:13]1.C([O-])([O-])=O.[K+].[K+].C1COCC1>CCOCC.O>[N:12]1([C:1]([O:2][CH2:3][C:4]2[CH:9]=[CH:8][CH:7]=[CH:6][CH:5]=2)=[O:10])[CH2:17][CH2:16][CH2:15][CH:14]([C:18]([O:20][CH2:21][CH3:22])=[O:19])[CH2:13]1 |f:2.3.4|. Reported procedure: Benzyl carbonochloridate (4.5 mL, 31.7 mmol) at 0° C. was added to ethyl piperidine-3-carboxylate (5.0 g, 30.2 mmol) and K2CO3 (4.2 g, 30.2 mmol) in 1:1 THF:water (100 mL). The reaction mixture was stirred at room temperature for 2 hours, and then ether (50 mL) was added. The organic layer was separated, washed with brine and dried over sodium sulfate. After removal of the solvent, the residue was purified by chromatography on silica gel (hexane:ethyl acetate, 5:1) to give 1-benzyl 3-ethyl piper... Reactants: CCOC(CN1C(=O)C(CC(=O)Nc2ccc(C(=O)OC)cc2)(NC(=O)Nc2ccc(C)cc2)c2ccccc21)OCC, CO, [K+], [OH-]. Yields the product CCOC(CN1C(=O)C(CC(=O)Nc2ccc(C(=O)O)cc2)(NC(=O)Nc2ccc(C)cc2)c2ccccc21)OCC. As a reaction SMILES: [CH2:1]([CH3:2])[O:3][CH:4]([CH2:5][N:6]1[C:7](=[O:40])[C:8]([NH:15][C:16](=[O:17])[NH:18][c:19]2[cH:20][cH:21][c:22]([CH3:25])[cH:23][cH:24]2)([CH2:26][C:27](=[O:28])[NH:29][c:30]2[cH:31][cH:32][c:33]([C:36](=[O:37])[O:38][CH3:39])[cH:34][cH:35]2)[c:9]2[cH:10][cH:11][cH:12][cH:13][c:14]21)[O:41][CH2:42][CH3:43].[CH3:46][OH:47].[K+:45].[OH-:44]>>[CH2:1]([CH3:2])[O:3][CH:4]([CH2:5][N:6]1[C:7](=[O:40])[C:8]([NH:15][C:16](=[O:17])[NH:18][c:19]2[cH:20][cH:21][c:22]([CH3:25])[cH:23][cH:24]2)([CH2:26][C:27](=[O:28])[NH:29][c:30]2[cH:31][cH:32][c:33]([C:36](=[O:37])[OH:38])[cH:34][cH:35]2)[c:9]2[cH:10][cH:11][cH:12][cH:13][c:14]21)[O:41][CH2:42][CH3:43]. Yields the product O=C(CCl)N1CC(c2ccccc2)c2ccccc21. Starting materials: CC(=O)[O-], CC(C)=O, O=C(Cl)CCl, [Na+], O, c1ccc(C2CNc3ccccc32)cc1. Reaction SMILES: [CH3:22][C:23](=[O:24])[O-:25].[CH3:26][C:27](=[O:28])[CH3:29].[Cl:16][CH2:17][C:18](=[O:19])[Cl:20].[Na+:21].[OH2:30].[c:1]1([CH:7]2[CH2:8][NH:9][c:10]3[cH:11][cH:12][cH:13][cH:14][c:15]32)[cH:2][cH:3][cH:4][cH:5][cH:6]1>>[c:1]1([CH:7]2[CH2:8][N:9]([C:18]([CH2:17][Cl:16])=[O:19])[c:10]3[cH:11][cH:12][cH:13][cH:14][c:15]32)[cH:2][cH:3][cH:4][cH:5][cH:6]1. Reactants: C(C1=CC=CC=C1)(=O)NC(=NCCCC=1N=CNC1)NCC(COC1=CC=CC=C1)O (N-benzoyl-N'-(2-hydroxy-3-phenoxypropyl)-N"-[3-(imidazol-4-yl)propyl]-guanidine). Run in Cl (hydrochloric acid). The product is OC(CNC(=N)NCCCC=1N=CNC1)COC1=CC=CC=C1 (N-(2-Hydroxy-3-phenoxypropyl)-N'[3-(imidazol-4-yl)propyl]-guanidine). As a reaction SMILES: C([NH:9][C:10]([NH:20][CH2:21][CH:22]([OH:31])[CH2:23][O:24][C:25]1[CH:30]=[CH:29][CH:28]=[CH:27][CH:26]=1)=[N:11][CH2:12][CH2:13][CH2:14][C:15]1[N:16]=[CH:17][NH:18][CH:19]=1)(=O)C1C=CC=CC=1>Cl>[OH:31][CH:22]([CH2:23][O:24][C:25]1[CH:30]=[CH:29][CH:28]=[CH:27][CH:26]=1)[CH2:21][NH:20][C:10]([NH:11][CH2:12][CH2:13][CH2:14][C:15]1[N:16]=[CH:17][NH:18][CH:19]=1)=[NH:9]. Reported procedure: 0.5 g (1.2 mmol) of N-benzoyl-N'-(2-hydroxy-3-phenoxypropyl)-N"-[3-(imidazol-4-yl)propyl]-guanidine are heated under reflux in 30 ml of 20% hydrochloric acid for 6 hours. The reaction mixture is worked up by a method analogous to that of Example 4. The dihydrochloride crystallises from isopropyl alcohol/acetone in the form of colourless crystals melting at 165°-166° C.